From a dataset of the Open Reaction Database (ORD), a public repository of structured organic reaction records. describe an organic reaction: reactants, conditions, products, and yield Reactants: CC1CNCCN1C(=O)OC(C)(C)C, CCN(C(C)C)C(C)C, CC(C)O, Cc1c[nH]c2ncnc(Cl)c12. Product: Cc1c[nH]c2ncnc(N3CCN(C(=O)OC(C)(C)C)C(C)C3)c12. Reaction SMILES: [CH3:1][CH:2]1[N:3]([C:8](=[O:9])[O:10][C:11]([CH3:12])([CH3:13])[CH3:14])[CH2:4][CH2:5][NH:6][CH2:7]1.[CH:15]([N:16]([CH2:17][CH3:18])[CH:19]([CH3:20])[CH3:21])([CH3:22])[CH3:23].[CH:35]([OH:36])([CH3:37])[CH3:38].[Cl:24][c:25]1[c:26]2[c:27]([n:28][cH:29][n:30]1)[nH:31][cH:32][c:33]2[CH3:34]>>[CH3:1][CH:2]1[N:3]([C:8](=[O:9])[O:10][C:11]([CH3:12])([CH3:13])[CH3:14])[CH2:4][CH2:5][N:6]([c:25]2[c:26]3[c:27]([n:28][cH:29][n:30]2)[nH:31][cH:32][c:33]3[CH3:34])[CH2:7]1. The reactants are O=C1C(=Cc2cccnc2)CCc2ccc(Br)cc21, CCO, [H][H]. The product is O=C1c2cc(Br)ccc2CCC1Cc1cccnc1. As a reaction SMILES: [Br:1][c:2]1[cH:3][cH:4][c:5]2[c:10]([cH:11]1)[C:9](=[O:12])[C:8](=[CH:13][c:14]1[cH:15][n:16][cH:17][cH:18][cH:19]1)[CH2:7][CH2:6]2.[CH3:22][CH2:23][OH:24].[H:20][H:21]>>[Br:1][c:2]1[cH:3][cH:4][c:5]2[c:10]([cH:11]1)[C:9](=[O:12])[CH:8]([CH2:13][c:14]1[cH:15][n:16][cH:17][cH:18][cH:19]1)[CH2:7][CH2:6]2. Starting materials: [N+](=O)([O-])C1=CC=C(C(C(=O)O)=C1)O (5-nitrosalicylic acid), C(OCC)(OCC)OCC (triethyl orthoformate). Yields the product [N+](=O)([O-])C1=CC=C(C(C(=O)OCC)=C1)O (ethyl 5-nitrosalicylate). As a reaction SMILES: [N+:1]([C:4]1[CH:12]=[C:8]([C:9]([OH:11])=[O:10])[C:7]([OH:13])=[CH:6][CH:5]=1)([O-:3])=[O:2].C(OCC)(OCC)O[CH2:16][CH3:17]>>[N+:1]([C:4]1[CH:12]=[C:8]([C:9]([O:11][CH2:16][CH3:17])=[O:10])[C:7]([OH:13])=[CH:6][CH:5]=1)([O-:3])=[O:2]. Reported procedure: 1.5 kg (8.2 mol) of 5-nitrosalicylic acid was dissolved in 2000 ml of triethyl orthoformate. The obtained solution was refluxed under heating for 3 hours to remove formed ethanol by distillation. The reaction mixture was cooled and then concentrated under reduced pressure. The obtained residue was crystallized from isopropyl ether to give 1.74 kg of the title compound as a colorless crystal.